describe an organic reaction: reactants, conditions, products, and yield From a dataset of the Open Reaction Database (ORD), a public repository of structured organic reaction records. Reported procedure: By a procedure similar to that described in Example 17, 8-methyl-3-methylthio-11H-s-triazolo[3,4-b][3]benzazepine was reacted with m-chloroperbenzoic acid to obtain 8-methyl-3-methylsulfinyl-11H-s-triazolo[3,4-b][3]benzazepine. Colorless needles (as recrystallized from methanol), m.p. 158°-159° C. Product: CC=1C=CC2=C(C=CN3C(C2)=NN=C3S(=O)C)C1 (8-methyl-3-methylsulfinyl-11H-s-triazolo[3,4-b][3]benzazepine). Starting materials: CC=1C=CC2=C(C=CN3C(C2)=NN=C3SC)C1 (8-methyl-3-methylthio-11H-s-triazolo[3,4-b][3]benzazepine), ClC1=CC(=CC=C1)C(=O)OO (m-chloroperbenzoic acid). As a reaction SMILES: [CH3:1][C:2]1[CH:3]=[CH:4][C:5]2[CH2:11][C:10]3=[N:12][N:13]=[C:14]([S:15][CH3:16])[N:9]3[CH:8]=[CH:7][C:6]=2[CH:17]=1.ClC1C=CC=C(C(OO)=[O:26])C=1>>[CH3:1][C:2]1[CH:3]=[CH:4][C:5]2[CH2:11][C:10]3=[N:12][N:13]=[C:14]([S:15]([CH3:16])=[O:26])[N:9]3[CH:8]=[CH:7][C:6]=2[CH:17]=1. Reactants: CC(=O)OC(C)=O, CC(Cl)Cl, COc1ccc(F)cc1C(C)(C)CC(N)(Cc1ccnc2ccccc12)C(F)(F)F. The product is COc1ccc(F)cc1C(C)(C)CC(Cc1ccnc2ccccc12)(NC(C)=O)C(F)(F)F. RXN SMILES: [CH3:31][C:32](=[O:33])[O:34][C:35](=[O:36])[CH3:37].[Cl:38][CH:39]([Cl:40])[CH3:41].[F:1][c:2]1[cH:3][cH:4][c:5]([O:29][CH3:30])[c:6]([C:8]([CH2:9][C:10]([C:11]([F:12])([F:13])[F:14])([CH2:15][c:16]2[cH:17][cH:18][n:19][c:20]3[cH:21][cH:22][cH:23][cH:24][c:25]23)[NH2:26])([CH3:27])[CH3:28])[cH:7]1>>[F:1][c:2]1[cH:3][cH:4][c:5]([O:29][CH3:30])[c:6]([C:8]([CH2:9][C:10]([C:11]([F:12])([F:13])[F:14])([CH2:15][c:16]2[cH:17][cH:18][n:19][c:20]3[cH:21][cH:22][cH:23][cH:24][c:25]23)[NH:26][C:32]([CH3:31])=[O:33])([CH3:27])[CH3:28])[cH:7]1. Reactants: [N+](=O)([O-])C1=CC=C(N)C=C1 (4-nitroaniline), CC1(OC(=CC(O1)=O)C)C (2,2,6-trimethyl-4H-1,3-dioxin-4-one), CC(=O)C (acetone). Solvent: C=1(C(=CC=CC1)C)C (xylene). Product: [N+](=O)([O-])C1=CC=C(C=C1)NC(CC(C)=O)=O (N-(4-nitrophenyl)-3-oxobutanamide). Yield: 52.4%. Reaction SMILES: [N+:1]([C:4]1[CH:10]=[CH:9][C:7]([NH2:8])=[CH:6][CH:5]=1)([O-:3])=[O:2].CC1(C)[O:17][C:16](=O)[CH:15]=[C:14]([CH3:19])[O:13]1.CC(C)=O>C1(C)C(C)=CC=CC=1>[N+:1]([C:4]1[CH:10]=[CH:9][C:7]([NH:8][C:16](=[O:17])[CH2:15][C:14](=[O:13])[CH3:19])=[CH:6][CH:5]=1)([O-:3])=[O:2]. Reported procedure: 13.8 g (0.1 mol) of 4-nitroaniline were suspended in 20 ml of dry xylene and 14,22 g (0.1 mol) of 2,2,6-trimethyl-4H-1,3-dioxin-4-one were added. The reaction mixture was heated in an oil-bath at 150° C. for 30 minutes while the acetone formed in the reaction was removed by distillation. The reaction mixture was cooled to room temperature, filtered and the residue was washed thoroughly with ethyl acetate. The filtrate was evaporated to obtain 11.65 g (52%) of N-(4-nitrophenyl)-3-oxobutanamide as... The reactants are O=C1N(C(C2=CC=CC=C12)=O)[C@@H]1[C@H]2C[C@H]2C[C@@H]1NC(OCC1=CC=CC=C1)=O (benzyl (1S,2R,3S,5S)-2-(1,3-dioxoisoindolin-2-yl)bicyclo[3.1.0]hexan-3-ylcarbamate), C[Si](C)(C)I (trimethylsilyl iodide). Solvent: C(Cl)(Cl)Cl (chloroform). Conditions: time 1 hour. The product is N[C@@H]1[C@@H]([C@H]2C[C@H]2C1)N1C(C2=CC=CC=C2C1=O)=O (2-((1S,2R,3S,5S)-3-aminobicyclo[3.1.0]hexan-2-yl)isoindoline-1,3-dione). As a reaction SMILES: [O:1]=[C:2]1[C:10]2[C:5](=[CH:6][CH:7]=[CH:8][CH:9]=2)[C:4](=[O:11])[N:3]1[C@H:12]1[C@@H:17]([NH:18]C(=O)OCC2C=CC=CC=2)[CH2:16][C@H:15]2[C@@H:13]1[CH2:14]2.C[Si](I)(C)C>C(Cl)(Cl)Cl>[NH2:18][C@H:17]1[CH2:16][C@H:15]2[C@H:13]([CH2:14]2)[C@H:12]1[N:3]1[C:4](=[O:11])[C:5]2[C:10](=[CH:9][CH:8]=[CH:7][CH:6]=2)[C:2]1=[O:1]. Reported procedure: To a solution of benzyl (1S,2R,3S,5S)-2-(1,3-dioxoisoindolin-2-yl)bicyclo[3.1.0]hexan-3-ylcarbamate (4.0 g, 10.638 mmol) in chloroform (30 mL) at room temperature was added trimethylsilyl iodide (14.6 mL, 106.380 mmol) dropwise, and the resulting mixture was stirred at room temperature for 1 hour. The reaction was quenched with methanol (5 mL), diluted with ethyl acetate (150 mL), and washed with water (3×50 mL) and brine (50 mL). The organic layer was dried over sodium sulfate, filtered and con... The reactants are CC1(C)OC(c2ccncc2)=CC1=O, ClC(Cl)Cl, ClCCl, O=C1CCC(=O)N1Br. Yields the product CC1(C)OC(c2ccncc2)=C(Br)C1=O. As a reaction SMILES: [CH3:1][C:2]1([CH3:14])[O:3][C:4]([c:8]2[cH:9][cH:10][n:11][cH:12][cH:13]2)=[CH:5][C:6]1=[O:7].[Cl:23][CH:24]([Cl:25])[Cl:26].[Cl:27][CH2:28][Cl:29].[O:15]=[C:16]1[N:17]([Br:22])[C:18](=[O:19])[CH2:20][CH2:21]1>>[CH3:1][C:2]1([CH3:14])[O:3][C:4]([c:8]2[cH:9][cH:10][n:11][cH:12][cH:13]2)=[C:5]([Br:22])[C:6]1=[O:7]. The reactants are CC(C)(C)C1=C(C(=CC(=C1)SC)C(C)(C)C)O (2,6-bis(1,1-dimethylethyl)-4-(methylthio)phenol), ClC=1C=C(C(=O)OO)C=CC1 (meta-chloroperoxybenzoic acid), O (Water). Run in ClCCl (dichloromethane). Reaction conditions: time 20 hour. Product: CC(C)(C)C1=C(C(=CC(=C1)S(=O)C)C(C)(C)C)O (2,6-bis(1,1-dimethylethyl)-4-(methylsulfinyl)phenol). RXN SMILES: [CH3:1][C:2]([C:5]1[CH:10]=[C:9]([S:11][CH3:12])[CH:8]=[C:7]([C:13]([CH3:16])([CH3:15])[CH3:14])[C:6]=1[OH:17])([CH3:4])[CH3:3].ClC1C=C(C=CC=1)C(OO)=[O:23].O>ClCCl>[CH3:14][C:13]([C:7]1[CH:8]=[C:9]([S:11]([CH3:12])=[O:23])[CH:10]=[C:5]([C:2]([CH3:1])([CH3:3])[CH3:4])[C:6]=1[OH:17])([CH3:16])[CH3:15]. Procedure: A mixture of 2,6-bis(1,1-dimethylethyl)-4-(methylthio)phenol (2.0 g, 3.9 mmole) and meta-chloroperoxybenzoic acid (0.86 g, 4.1 mmole) in dichloromethane (25 ml) was stirred at room temperature for 20 hours. Water was added and the phases were separated. The organic layer was dried over magnesium sulfate, filtered, and concentrated in vacuo to dryness. Chromatography on silica gel gave the title compound, m.p. 171°-173°.